Dataset: the Open Reaction Database (ORD), a public repository of structured organic reaction records. Task: describe an organic reaction: reactants, conditions, products, and yield Procedure details: 4.00 g of the above crystalline 6-nitro-7-chloro-quinazolone was refluxed with 15 mL of phosphoryl chloride for 2 h, then the reaction mixture was poured into ice water, filtered and dried to obtain the intermediate 6-nitro-4,7-dichloro-quinazoline; The intermediate was dissolved into 30 mL of isopropanol, and 3.00 g of 3-chloro-4-(m-fluoro-benzyloxy)-aniline was added. The reaction mixture was reacted under reflux for 2 h and a lot of solid was deposited, which was filtered and dried under vacu... Product: [N+](=O)([O-])C=1C=C2C(=NC=NC2=CC1Cl)Cl (6-nitro-4,7-dichloro-quinazoline). RXN SMILES: [N+:1]([C:4]1[CH:5]=[C:6]2[C:11](=[CH:12][C:13]=1[Cl:14])[NH:10][C:9](=O)[N:8]=[CH:7]2)([O-:3])=[O:2].P(Cl)(Cl)([Cl:18])=O>>[N+:1]([C:4]1[CH:5]=[C:6]2[C:11](=[CH:12][C:13]=1[Cl:14])[N:10]=[CH:9][N:8]=[C:7]2[Cl:18])([O-:3])=[O:2]. The reactants are [N+](=O)([O-])C=1C=C2C=NC(NC2=CC1Cl)=O (6-nitro-7-chloro-quinazolone), P(=O)(Cl)(Cl)Cl (phosphoryl chloride), ice water. The reactants are Cl.N1C(=NC=C1)C=1C=C2NC(C(NC2=CC1)=O)=O (6-imidazolylquinoxaline-2,3-(1H,4H)-dione hydrochloride), [N+](=O)([O-])[O-].[K+] (potassium nitrate), [OH-].[Na+] (sodium hydroxide). The solvent is S(O)(O)(=O)=O (sulfuric acid), ice water. Reaction conditions: temperature 70 celsius. Product: N1C(=NC=C1)C=1C=C2NC(C(NC2=CC1[N+](=O)[O-])=O)=O (6-imidazolyl-7-nitroquinoxaline-2,3-(1H,4H)-dione). Isolated yield 52.3%. As a reaction SMILES: Cl.[NH:2]1[CH:6]=[CH:5][N:4]=[C:3]1[C:7]1[CH:8]=[C:9]2[C:14](=[CH:15][CH:16]=1)[NH:13][C:12](=[O:17])[C:11](=[O:18])[NH:10]2.[N+:19]([O-])([O-:21])=[O:20].[K+].[OH-].[Na+]>S(=O)(=O)(O)O>[NH:2]1[CH:6]=[CH:5][N:4]=[C:3]1[C:7]1[CH:8]=[C:9]2[C:14](=[CH:15][C:16]=1[N+:19]([O-:21])=[O:20])[NH:13][C:12](=[O:17])[C:11](=[O:18])[NH:10]2 |f:0.1,2.3,4.5|. Procedure: In 5 ml of sulfuric acid was dissolved 0.5 g of 6-imidazolylquinoxaline-2,3-(1H,4H)-dione hydrochloride followed by addition of 0.21 g of potassium nitrate, and the resulting mixture was heated at 70° C. for 5 minutes. After spontaneous cooling to room temperature, the reaction mixture was poured in ice-water and adjusted to pH 4-5 with aqueous sodium hydroxide solution, whereupon crystals separated out. These crystals were recovered by filtration and recrystallized from DMF-water to provide 0.2...